Task: describe an organic reaction: reactants, conditions, products, and yield. Dataset: the Open Reaction Database (ORD), a public repository of structured organic reaction records The reactants are C([O-])([O-])=O.[Na+].[Na+] (Sodium carbonate), C(C)(=O)NC1=C2C(=CC=C(C2=CC=C1)O)SC1=CC(=CC=C1)[N+](=O)[O-] (5-Acetamido-4-(3-nitrophenylthio)-1-naphthol), dust, Cl (hydrochloric acid). Reagents/catalysts: [Fe] (iron). The solvent is C(C)O (ethanol). The product is C(C)(=O)NC1=C2C(=CC=C(C2=CC=C1)O)SC1=CC(=CC=C1)N (5-Acetamido-4-(3-aminophenylthio)-1-naphthol). Isolated yield 60.1%. Reaction SMILES: [C:1]([NH:4][C:5]1[CH:14]=[CH:13][CH:12]=[C:11]2[C:6]=1[C:7]([S:16][C:17]1[CH:22]=[CH:21][CH:20]=[C:19]([N+:23]([O-])=O)[CH:18]=1)=[CH:8][CH:9]=[C:10]2[OH:15])(=[O:3])[CH3:2].Cl.C(=O)([O-])[O-].[Na+].[Na+]>[Fe].C(O)C>[C:1]([NH:4][C:5]1[CH:14]=[CH:13][CH:12]=[C:11]2[C:6]=1[C:7]([S:16][C:17]1[CH:22]=[CH:21][CH:20]=[C:19]([NH2:23])[CH:18]=1)=[CH:8][CH:9]=[C:10]2[OH:15])(=[O:3])[CH3:2] |f:2.3.4|. Procedure details: 5-Acetamido-4-(3-nitrophenylthio)-1-naphthol (1.0 g), iron pin dust (3.0 g), ethanol (25 ml) and concentrated hydrochloric acid (0.05 ml) were stirred and heated under reflux for 24 hours. Sodium carbonate (0.1 g) was heated to the hot mixture which was then filtered through keiselguhr. The filtrate was concentrated to dryness by rotary evaporation. The solid was stirred with a little ethanol and insoluble material was filtered off (0.2 g). The ethanol filtrate was diluted with water to give ano... Starting materials: COCCn1c(-c2ccc(C(C)C)cc2)nc2cc(Br)cc(OC)c21, C1CCOC1, [Li]CCCC, O=S(=O)(c1ccccc1)N(F)S(=O)(=O)c1ccccc1. Yields the product COCCn1c(-c2ccc(C(C)C)cc2)nc2cc(F)cc(OC)c21. As a reaction SMILES: [Br:1][c:2]1[cH:3][c:4]2[c:5]([n:6]([CH2:18][CH2:19][O:20][CH3:21])[c:7](-[c:9]3[cH:10][cH:11][c:12]([CH:15]([CH3:16])[CH3:17])[cH:13][cH:14]3)[n:8]2)[c:22]([O:24][CH3:25])[cH:23]1.[CH2:51]1[O:52][CH2:53][CH2:54][CH2:55]1.[CH3:26][CH2:27][CH2:28][CH2:29][Li:30].[F:31][N:32]([S:33]([c:34]1[cH:35][cH:36][cH:37][cH:38][cH:39]1)(=[O:40])=[O:41])[S:42]([c:43]1[cH:44][cH:45][cH:46][cH:47][cH:48]1)(=[O:49])=[O:50]>>[c:2]1([F:31])[cH:3][c:4]2[c:5]([n:6]([CH2:18][CH2:19][O:20][CH3:21])[c:7](-[c:9]3[cH:10][cH:11][c:12]([CH:15]([CH3:16])[CH3:17])[cH:13][cH:14]3)[n:8]2)[c:22]([O:24][CH3:25])[cH:23]1. Reactants: CC1=CC=C(OCCO)C=C1 (2-(4-methylphenoxy)ethanol). Run in CO (methanol). Yields the product CC1CCC(CC1)OCCO (2-(4-methylcyclohexoxy)ethanol). The yield is 80.9%. As a reaction SMILES: [CH3:1][C:2]1[CH:11]=[CH:10][C:5]([O:6][CH2:7][CH2:8][OH:9])=[CH:4][CH:3]=1>CO>[CH3:1][CH:2]1[CH2:3][CH2:4][CH:5]([O:6][CH2:7][CH2:8][OH:9])[CH2:10][CH2:11]1. Reported procedure: 20 Grams (0.13 moles) of 2-(4-methylphenoxy)ethanol (prepared above) and 100 ml of dry methanol are charged to a Parr shaker bottle. N2 is bubbled through for 15 minutes. 2 Grams of 5% rhodium on carbon are then added and the shaker bottle set in a Parr apparatus. The system is purged three times with H2 and then pressurized to 30 psi. Hydrogen is periodically added over a period of about 20 hours up to a maximum pressure of 30 psi. The catalyst is then filtered off over dicalite and methanol is... Starting materials: CC(C)(C)OC(=O)N(CCOc1cc(Cl)cc(C(=O)N(CCCn2ncnn2)c2cccc(F)c2)c1)c1ccncc1, ClCCl, O=C(O)C(F)(F)F. Product: O=C(c1cc(Cl)cc(OCCNc2ccncc2)c1)N(CCCn1ncnn1)c1cccc(F)c1. Reaction SMILES: [C:1]([O:2][C:3](=[O:4])[N:7]([c:8]1[cH:9][cH:10][n:11][cH:12][cH:13]1)[CH2:14][CH2:15][O:16][c:17]1[cH:18][c:19]([Cl:41])[cH:20][c:21]([C:23]([N:24]([CH2:25][CH2:26][CH2:27][n:28]2[n:29][cH:30][n:31][n:32]2)[c:33]2[cH:34][c:35]([F:39])[cH:36][cH:37][cH:38]2)=[O:40])[cH:22]1)([CH3:5])([CH3:6])[CH3:42].[Cl:50][CH2:51][Cl:52].[OH:43][C:44]([C:45]([F:46])([F:47])[F:48])=[O:49]>>[NH:7]([c:8]1[cH:9][cH:10][n:11][cH:12][cH:13]1)[CH2:14][CH2:15][O:16][c:17]1[cH:18][c:19]([Cl:41])[cH:20][c:21]([C:23]([N:24]([CH2:25][CH2:26][CH2:27][n:28]2[n:29][cH:30][n:31][n:32]2)[c:33]2[cH:34][c:35]([F:39])[cH:36][cH:37][cH:38]2)=[O:40])[cH:22]1. The reactants are NC1CC1, Cc1nccn2c(-c3ccnc(S(C)(=O)=O)n3)c(-c3ccc(F)cc3)nc12. Yields the product Cc1nccn2c(-c3ccnc(NC4CC4)n3)c(-c3ccc(F)cc3)nc12. RXN SMILES: [CH:28]1([NH2:31])[CH2:29][CH2:30]1.[F:1][c:2]1[cH:3][cH:4][c:5](-[c:8]2[n:9][c:10]3[n:11]([cH:12][cH:13][n:14][c:15]3[CH3:16])[c:17]2-[c:18]2[n:19][c:20]([S:24]([CH3:25])(=[O:26])=[O:27])[n:21][cH:22][cH:23]2)[cH:6][cH:7]1>>[F:1][c:2]1[cH:3][cH:4][c:5](-[c:8]2[n:9][c:10]3[n:11]([cH:12][cH:13][n:14][c:15]3[CH3:16])[c:17]2-[c:18]2[n:19][c:20]([NH:31][CH:28]3[CH2:29][CH2:30]3)[n:21][cH:22][cH:23]2)[cH:6][cH:7]1.